From a dataset of the Open Reaction Database (ORD), a public repository of structured organic reaction records. describe an organic reaction: reactants, conditions, products, and yield Reactants: CCOC(=O)c1cccc(NS(=O)(=O)c2cccc(Cl)c2)c1, CCO, Cl, [K+], [OH-]. The product is O=C(O)c1cccc(NS(=O)(=O)c2cccc(Cl)c2)c1. As a reaction SMILES: [CH2:1]([CH3:2])[O:3][C:4]([c:5]1[cH:6][c:7]([NH:11][S:12](=[O:13])(=[O:14])[c:15]2[cH:16][c:17]([Cl:21])[cH:18][cH:19][cH:20]2)[cH:8][cH:9][cH:10]1)=[O:22].[CH3:26][CH2:27][OH:28].[ClH:25].[K+:24].[OH-:23]>>[O:3]=[C:4]([c:5]1[cH:6][c:7]([NH:11][S:12](=[O:13])(=[O:14])[c:15]2[cH:16][c:17]([Cl:21])[cH:18][cH:19][cH:20]2)[cH:8][cH:9][cH:10]1)[OH:22]. Isolated yield 90.0%. RXN SMILES: [H-].[Na+].[C:3]([N:8]1[C:16]2[C:11](=[C:12]([CH3:19])[C:13]([OH:18])=[C:14]([CH3:17])[CH:15]=2)[CH:10]([CH3:20])[CH2:9]1)(=[O:7])[CH:4]([CH3:6])[CH3:5].[CH3:21]I>O1CCCC1>[C:3]([N:8]1[C:16]2[C:11](=[C:12]([CH3:19])[C:13]([O:18][CH3:21])=[C:14]([CH3:17])[CH:15]=2)[CH:10]([CH3:20])[CH2:9]1)(=[O:7])[CH:4]([CH3:6])[CH3:5] |f:0.1|. Product: C(C(C)C)(=O)N1CC(C2=C(C(=C(C=C12)C)OC)C)C (N-Isobutyryl-5-methoxy-3,4,6-trimethylindoline). Run at temperature 0 celsius. Solvent: hexanes, O1CCCC1 (tetrahydrofuran). Procedure details: Sodium hydride (7 mg, 0.18 mmol) contained in a round-bottom flask was washed using dry hexanes and tetrahydrofuran (2 mL) was added, and the suspension was stirred at 0° C. under nitrogen atmosphere. A solution of N-isobutyryl-5-hydroxy-3,4,6-trimethylindoline (11 b, 42 mg 0.17 mmol) dissolved in tetrahydrofuran (2 mL) was added dropwise using a syringe. Methyl iodide (0.2 mL) was added to the cold solution in one portion, and the mixture was heated under reflux for 17 h. The reaction mixture w... Reactants: [H-].[Na+] (Sodium hydride), C(C(C)C)(=O)N1CC(C2=C(C(=C(C=C12)C)O)C)C (N-isobutyryl-5-hydroxy-3,4,6-trimethylindoline), CI (Methyl iodide). Reactants: [OH-].[Na+] (sodium hydroxide), NC1=C(C=C(C=C1)O)N1CCOCC1 (4-amino-3-morpholinophenol), ClC1=NC=NC2=CC(=C(C=C12)OC)OC (4-chloro-6,7-dimethoxyquinazoline), n-tetraethylammonium bromide. Solvent: O (water), CC(=O)CC (ethyl methyl ketone), O (Water). Run at time 4 hour. Product: COC=1C=C2C(=NC=NC2=CC1OC)OC1=CC=C(C=C1)NC1=C(C=CC=C1)N1CCOCC1 (N-{4-[(6,7-Dimethoxy-4-quinazolinyl)oxy]phenyl}-2-morpholinoaniline). The yield is 113.3%. RXN SMILES: [NH2:1][C:2]1[CH:7]=[CH:6][C:5](O)=[CH:4][C:3]=1[N:9]1[CH2:14][CH2:13][O:12][CH2:11][CH2:10]1.Cl[C:16]1[C:25]2[C:20](=[CH:21][C:22]([O:28][CH3:29])=[C:23]([O:26][CH3:27])[CH:24]=2)[N:19]=[CH:18][N:17]=1.[OH-:30].[Na+]>CC(CC)=O.O>[CH3:27][O:26][C:23]1[CH:24]=[C:25]2[C:20](=[CH:21][C:22]=1[O:28][CH3:29])[N:19]=[CH:18][N:17]=[C:16]2[O:30][C:2]1[CH:7]=[CH:6][C:5]([NH:1][C:2]2[CH:7]=[CH:6][CH:5]=[CH:4][C:3]=2[N:9]2[CH2:14][CH2:13][O:12][CH2:11][CH2:10]2)=[CH:4][CH:3]=1 |f:2.3|. Procedure: 3-Fluoro4-nitrophenol (300 mg), morpholine (800 μl), and calcium carbonate (50 mg) were added to dimethylformamide (3 ml), and the mixture was heated at 130° C. for 12 hr. The reaction solution was concentrated, and the residue was purified by chromatography on silica gel using chloroform/acetone for development to give 3-morpholino-4-nitrophenol (400 mg, yield 94%). The resultant 3-morpholino-4-nitrophenol (400 mg) was added to dimethylformamide (3 ml). Palladium hydroxid-carbon (110 mg) and hy... Yields the product BrC1=C2C=CN=CC2=CC=C1O (5-Bromoisoquinoline-6-ol). Procedure details: 7.9 mL (19.18 g, 120 mmol) of bromine were added dropwise to a suspension of 17.42 g (120 mmol) of compound 7 in 250 mL of chloroform at room temperature. After stirring for 2 h ethyl acetate was added. The precipitate was filtered, washed with ethyl acetate and dried. Aqueous NaHCO3 solution was added carefully. The precipitate was filtered and washed with NaHCO3 solution until the filtrate had a pH of 8. Drying gave 23.78 g (88%) of compound 9 as an off-white solid. The reactants are BrBr (bromine), OC=1C=C2C=CN=CC2=CC1 (6-Hydroxy-isoquinoline), C(C)(=O)OCC (ethyl acetate). The solvent is C(Cl)(Cl)Cl (chloroform). As a reaction SMILES: [Br:1]Br.[OH:3][C:4]1[CH:5]=[C:6]2[C:11](=[CH:12][CH:13]=1)[CH:10]=[N:9][CH:8]=[CH:7]2.C(OCC)(=O)C>C(Cl)(Cl)Cl>[Br:1][C:5]1[C:4]([OH:3])=[CH:13][CH:12]=[C:11]2[C:6]=1[CH:7]=[CH:8][N:9]=[CH:10]2. Isolated yield 88.4%. Starting materials: N1CCC(CC1)=O (4-piperidone), ClCCCCCCOCC1=CC=CC=C1 (1-chloro-6-benzyloxyhexane). Product: C(C1=CC=CC=C1)OCCCCCCN1CCC(CC1)=O (1-(6-Benzyloxyhexyl)-4-piperidone). RXN SMILES: [NH:1]1[CH2:6][CH2:5][C:4](=[O:7])[CH2:3][CH2:2]1.Cl[CH2:9][CH2:10][CH2:11][CH2:12][CH2:13][CH2:14][O:15][CH2:16][C:17]1[CH:22]=[CH:21][CH:20]=[CH:19][CH:18]=1>>[CH2:16]([O:15][CH2:14][CH2:13][CH2:12][CH2:11][CH2:10][CH2:9][N:1]1[CH2:6][CH2:5][C:4](=[O:7])[CH2:3][CH2:2]1)[C:17]1[CH:22]=[CH:21][CH:20]=[CH:19][CH:18]=1. Procedure: 1-(6-Benzyloxyhexyl)-4-piperidone is prepared from 4-piperidone and 1-chloro-6-benzyloxyhexane essentially as described above in Example 38, Scheme C, step a. The reactants are Na2Cl3, C(C(C)(C)C)(=O)OCC(OCOC)COC(C(C)(C)C)=O (1,3-dipivaloyl-2-methoxymethyl glycerol), C(C)(=O)OC(C)=O (acetic anhydride), B(F)(F)F.CCOCC (boron trifluoride etherate). Run in C(Cl)Cl (CH2Cl2), C(Cl)Cl (methylene chloride). Conditions: temperature 0 celsius, time 1 hour. Product: C(C(C)(C)C)(=O)OCC(OCOC(C)=O)COC(C(C)(C)C)=O (1,3-dipivaloyl-2-acetoxymethyl glycerol). RXN SMILES: [C:1]([O:7][CH2:8][CH:9]([CH2:14][O:15][C:16](=[O:21])[C:17]([CH3:20])([CH3:19])[CH3:18])OCOC)(=[O:6])[C:2]([CH3:5])([CH3:4])[CH3:3].[C:22]([O:25][C:26](=[O:28])[CH3:27])(=[O:24])C.B(F)(F)F.CCOCC>C(Cl)Cl>[C:1]([O:7][CH2:8][CH:9]([CH2:14][O:15][C:16](=[O:21])[C:17]([CH3:20])([CH3:19])[CH3:18])[O:24][CH2:22][O:25][C:26](=[O:28])[CH3:27])(=[O:6])[C:2]([CH3:5])([CH3:4])[CH3:3] |f:2.3|. Reported procedure: 50 g of 1,3-dipivaloyl-2-methoxymethyl glycerol, 150 ml of methylene chloride, and 17 ml of acetic anhydride was cooled to about -5° C. Then 0.3 ml of boron trifluoride etherate was added and the mixture was stirred for an additional 1 hr at about 0° C. then allowed to warm to 25° C. over an additional 1.5 hr. After this period, 100 ml saturated aqueous Na2Cl3 was added to the mixture followed by 100 ml CH2Cl2. After vigorous stirring for 5 min, the organic layer was separated and washed once wi...